From a dataset of the Open Reaction Database (ORD), a public repository of structured organic reaction records. describe an organic reaction: reactants, conditions, products, and yield The reactants are Cc1cc(C(Nc2ccc3c(N(C(=O)OC(C)(C)C)C(=O)OC(C)(C)C)nccc3c2)C(=O)N(CC(=O)OC(C)(C)C)Cc2cccc([N+](=O)[O-])c2)cc(C)c1CCO, CO. Product: Cc1cc(C(Nc2ccc3c(N(C(=O)OC(C)(C)C)C(=O)OC(C)(C)C)nccc3c2)C(=O)N(CC(=O)OC(C)(C)C)Cc2cccc(N)c2)cc(C)c1CCO. Reaction SMILES: [C:1]([CH3:2])([CH3:3])([CH3:4])[O:5][C:6](=[O:7])[N:8]([c:9]1[n:10][cH:11][cH:12][c:13]2[cH:14][c:15]([NH:19][CH:20]([C:21](=[O:22])[N:23]([CH2:24][c:25]3[cH:26][c:27]([N+:31]([O-:32])=[O:33])[cH:28][cH:29][cH:30]3)[CH2:34][C:35](=[O:36])[O:37][C:38]([CH3:39])([CH3:40])[CH3:41])[c:42]3[cH:43][c:44]([CH3:52])[c:45]([CH2:49][CH2:50][OH:51])[c:46]([CH3:48])[cH:47]3)[cH:16][cH:17][c:18]12)[C:53](=[O:54])[O:55][C:56]([CH3:57])([CH3:58])[CH3:59].[CH3:60][OH:61]>>[C:1]([CH3:2])([CH3:3])([CH3:4])[O:5][C:6](=[O:7])[N:8]([c:9]1[n:10][cH:11][cH:12][c:13]2[cH:14][c:15]([NH:19][CH:20]([C:21](=[O:22])[N:23]([CH2:24][c:25]3[cH:26][c:27]([NH2:31])[cH:28][cH:29][cH:30]3)[CH2:34][C:35](=[O:36])[O:37][C:38]([CH3:39])([CH3:40])[CH3:41])[c:42]3[cH:43][c:44]([CH3:52])[c:45]([CH2:49][CH2:50][OH:51])[c:46]([CH3:48])[cH:47]3)[cH:16][cH:17][c:18]12)[C:53](=[O:54])[O:55][C:56]([CH3:57])([CH3:58])[CH3:59]. Reactants: CN(C)CC=1SC=C(N1)CSCCN (2-(2-dimethylaminomethyl-4-thiazolylmethylthio)ethylamine), [N+](=O)([O-])NC1=NC=C(C(N1)=O)CC=1C=NC(=CC1)C (2-nitroamino-5-(6-methyl-3-pyridyl)methyl-4-pyrimidone). The solvent is C(C)O (ethanol). The product is CN(C)CC=1SC=C(N1)CSCCNC1=NC=C(C(N1)=O)CC=1C=NC(=CC1)C (2-[2-(2-dimethylaminomethyl-4-thiazolylmethylthio)ethyl]amino-5-(6-methyl-3-pyridyl)methyl-4-pyrimidone). Reaction SMILES: [CH3:1][N:2]([CH2:4][C:5]1[S:6][CH:7]=[C:8]([CH2:10][S:11][CH2:12][CH2:13][NH2:14])[N:9]=1)[CH3:3].[N+](N[C:19]1[NH:24][C:23](=[O:25])[C:22]([CH2:26][C:27]2[CH:28]=[N:29][C:30]([CH3:33])=[CH:31][CH:32]=2)=[CH:21][N:20]=1)([O-])=O>C(O)C>[CH3:3][N:2]([CH2:4][C:5]1[S:6][CH:7]=[C:8]([CH2:10][S:11][CH2:12][CH2:13][NH:14][C:19]2[NH:24][C:23](=[O:25])[C:22]([CH2:26][C:27]3[CH:28]=[N:29][C:30]([CH3:33])=[CH:31][CH:32]=3)=[CH:21][N:20]=2)[N:9]=1)[CH3:1]. Reported procedure: Following the procedure of Example 1, 0.75 g. of 2-(2-dimethylaminomethyl-4-thiazolylmethylthio)ethylamine and 0.78 g. of 2-nitroamino-5-(6-methyl-3-pyridyl)methyl-4-pyrimidone were dissolved in 5 ml. of anhydrous ethanol and the resulting solution refluxed for about 1 day. The solvents were removed by evaporation and the residue extracted with ethyl acetate. The ethyl acetate extract was washed with water and dried. Evaporation of the ethyl acetate yielded crystals of 2-[2-(2-dimethylaminomethy... The reactants are C(C)OC(C(CCO[Si](C)(C)C(C)(C)C)C1=CC=C(C=C1)\C=C\C(NC1=C(C=CC=C1)NC(=O)OC(C)(C)C)=O)=O ((E)-2-{4-[2-(2-tert-butoxycarbonylamino-phenylcarbamoyl)-vinyl]-phenyl}-4-(tert-butyl-dimethyl-silanyloxy)-butyric acid ethyl ester), BrCCO (2-bromo-ethanol), [Si](C)(C)(C(C)(C)C)Cl (tert-butyldimethylsilyl chloride). Yields the product BrCCO[Si](C)(C)C(C)(C)C ((2-bromo-ethoxy)-tert-butyl-dimethyl-silane). RXN SMILES: C(OC(=O)C(C1C=CC(/C=C/C(=O)NC2C=CC=CC=2NC(OC(C)(C)C)=O)=CC=1)[CH2:6][CH2:7][O:8][Si:9]([C:12]([CH3:15])([CH3:14])[CH3:13])([CH3:11])[CH3:10])C.[Br:42]CCO.[Si](Cl)(C(C)(C)C)(C)C>>[Br:42][CH2:6][CH2:7][O:8][Si:9]([C:12]([CH3:15])([CH3:14])[CH3:13])([CH3:11])[CH3:10]. Procedure details: Key building block (E)-2-{4-[2-(2-tert-butoxycarbonylamino-phenylcarbamoyl)-vinyl]-phenyl}-4-(tert-butyl-dimethyl-silanyloxy)-butyric acid ethyl ester (II) can be prepared according to Scheme 6. Starting with commercially available 2-bromo-ethanol (XXIX), silylation with tert-butyldimethylsilyl chloride provides (2-bromo-ethoxy)-tert-butyl-dimethyl-silane (XXX). Alkylation of the potassium enolate of (4-bromo-phenyl)-acetic acid ethyl ester with XXX furnishes 2-(4-bromo-phenyl)-4-(tert-butyl-dim... Reactants: [H-].[H-].[H-].[H-].[Li+].[Al+3] (LAH), C1CCOC1 (THF), ClC=1C=2N(C=CN1)C(=NC2)[C@@H]2CC[C@H](CC2)C(=O)OC (trans-methyl 4-(8-chloroimidazo[1,5-a]pyrazin-3-yl)cyclohexanecarboxylate), [O-]S(=O)(=O)[O-].[Na+].[Na+] (Na2SO4), [H-].[H-].[H-].[H-].[Li+].[Al+3] (LAH). Run in C(C)(=O)OCC (Ethyl acetate). Reaction conditions: temperature -78 celsius, time 30 minute. Product: ClC=1C=2N(C=CN1)C(=NC2)[C@@H]2CC[C@H](CC2)CO (trans-[4-(8-Chloroimidazo[1,5-a]pyrazin-3-yl)cyclohexyl]methanol). RXN SMILES: C1COCC1.[Cl:6][C:7]1[C:8]2[N:9]([C:13]([C@H:16]3[CH2:21][CH2:20][C@H:19]([C:22](OC)=[O:23])[CH2:18][CH2:17]3)=[N:14][CH:15]=2)[CH:10]=[CH:11][N:12]=1.[H-].[H-].[H-].[H-].[Li+].[Al+3].[O-]S([O-])(=O)=O.[Na+].[Na+]>C(OCC)(=O)C>[Cl:6][C:7]1[C:8]2[N:9]([C:13]([C@H:16]3[CH2:17][CH2:18][C@H:19]([CH2:22][OH:23])[CH2:20][CH2:21]3)=[N:14][CH:15]=2)[CH:10]=[CH:11][N:12]=1 |f:2.3.4.5.6.7,8.9.10|. Reported procedure: A THF solution (1.00 L) of trans-methyl 4-(8-chloroimidazo[1,5-a]pyrazin-3-yl)cyclohexanecarboxylate (29.70 g, 101.1 mmol) was cooled to −78° C. and was charged with LAH (1M in THF, 25.3 mmol, 25.3 mL) dropwise. After 30 min., the reaction mixture was charged with additional LAH (25.3 mmol) at −78° C. and then, allowed to stir at −78° C. for 1.5 h. The reaction was slowly warmed up to r.t. and stirred for additional 30 min. Ethyl acetate, Na2SO4. 10H2O, and silica gel were added to the reaction ... Starting materials: C(=O)(C(F)(F)F)O (TFA), C(CCCCCCCCCCOC1CCN2[C@@H]1[C@@H](N(C1=C(C2=O)C=CC(=C1)OC)C(=O)OC(C)(C)C)OC1OCCCC1)OC1CCN2[C@@H]1[C@@H](N(C1=C(C2=O)C=CC(=C1)OC)C(=O)OC(C)(C)C)OC1OCCCC1 (1,1′-[(Undecane-1,11-diyl)dioxy]bis[(11S,11aS)-10-(tert-butyloxycarbonyl)-8-methoxy-11-(tetrahydro-pyran-2-yloxy)-1,2,3,10,11,11a-hexahydro-5H-pyrrolo[2,1-c][1,4]benzodiazepine-5-one]), C(=O)(O)[O-].[Na+] (NaHCO3). Run in CO.C(Cl)(Cl)Cl (methanol chloroform). Run at time 1 hour. The product is C(CCCCCCCCCCOC1CCN2[C@H]1C=NC1=C(C2=O)C=CC(=C1)OC)OC1CCN2[C@H]1C=NC1=C(C2=O)C=CC(=C1)OC (1,1′-[(Undecane-1,11-diyl)dioxy]bis[(11aS)-8-methoxy-1,2,3,11a-tetrahydro-5H-pyrrolo[2,1-c][1,4]benzodiazepine-5-one]). Isolated yield 85.0%. As a reaction SMILES: C(O)(C(F)(F)F)=O.[CH2:8]([O:51][CH:52]1[C@H:56]2[C@H:57](OC3CCCCO3)[N:58](C(OC(C)(C)C)=O)[C:59]3[CH:66]=[C:65]([O:67][CH3:68])[CH:64]=[CH:63][C:60]=3[C:61](=[O:62])[N:55]2[CH2:54][CH2:53]1)[CH2:9][CH2:10][CH2:11][CH2:12][CH2:13][CH2:14][CH2:15][CH2:16][CH2:17][CH2:18][O:19][CH:20]1[C@H:24]2[C@H:25](OC3CCCCO3)[N:26](C(OC(C)(C)C)=O)[C:27]3[CH:34]=[C:33]([O:35][CH3:36])[CH:32]=[CH:31][C:28]=3[C:29](=[O:30])[N:23]2[CH2:22][CH2:21]1.C([O-])(O)=O.[Na+]>CO.C(Cl)(Cl)Cl>[CH2:18]([O:19][CH:20]1[C@@H:24]2[CH:25]=[N:26][C:27]3[CH:34]=[C:33]([O:35][CH3:36])[CH:32]=[CH:31][C:28]=3[C:29](=[O:30])[N:23]2[CH2:22][CH2:21]1)[CH2:17][CH2:16][CH2:15][CH2:14][CH2:13][CH2:12][CH2:11][CH2:10][CH2:9][CH2:8][O:51][CH:52]1[C@@H:56]2[CH:57]=[N:58][C:59]3[CH:66]=[C:65]([O:67][CH3:68])[CH:64]=[CH:63][C:60]=3[C:61](=[O:62])[N:55]2[CH2:54][CH2:53]1 |f:2.3,4.5|. Procedure details: 95% TFA (3 mL) was added drop-wise to dimer compound 8i (217 mg, 0.20 mmol) at 0° C. This was then stirred for 1 hr and the mixture was poured into saturated NaHCO3 (30 mL) solution to naturalize the reaction mixture. The mixture was extracted with chloroform (3×20 mL). The organic layer was then washed water (20 mL), brine (20 mL) then dried (MgSO4) and filtrated. The excess solvent was removed under reduced pressure to give the crude product, which was subjected to flash column chromatography ... Starting materials: Cc1cc(C)n2nc(S)nc2n1, COc1ccc(CCC2(C3CCCC3)CC(O)=C(Cl)C(=O)O2)cc1, COc1cc(OC)c(CCC2(C3CCCC3)CC(O)=C(Cl)C(=O)O2)cc1Cl, O, Cc1nc(S)sc1CC(=O)O. Yields the product COc1ccc(CCC2(C3CCCC3)CC(O)=C(Sc3nc(C)c(CC(=O)O)s3)C(=O)O2)cc1. RXN SMILES: [CH3:12][c:13]1[cH:14][c:15]([CH3:16])[n:17]2[n:18][c:19]([SH:20])[n:21][c:22]2[n:23]1.[Cl:24][C:25]1=[C:30]([OH:31])[CH2:29][C:28]([CH:32]2[CH2:33][CH2:34][CH2:35][CH2:36]2)([CH2:37][CH2:38][c:39]2[cH:40][cH:41][c:42]([O:45][CH3:46])[cH:43][cH:44]2)[O:27][C:26]1=[O:47].[Cl:48][C:49]1=[C:73]([OH:74])[CH2:72][C:53]([CH2:54][CH2:55][c:56]2[cH:57][c:58]([Cl:59])[c:60]([O:61][CH3:62])[cH:63][c:64]2[O:65][CH3:66])([CH:67]2[CH2:68][CH2:69][CH2:70][CH2:71]2)[O:52][C:50]1=[O:51].[OH2:75].[SH:1][c:2]1[s:3][c:4]([CH2:8][C:9](=[O:10])[OH:11])[c:5]([CH3:7])[n:6]1>>[S:1]([c:2]1[s:3][c:4]([CH2:8][C:9](=[O:10])[OH:11])[c:5]([CH3:7])[n:6]1)[C:25]1=[C:30]([OH:31])[CH2:29][C:28]([CH:32]2[CH2:33][CH2:34][CH2:35][CH2:36]2)([CH2:37][CH2:38][c:39]2[cH:40][cH:41][c:42]([O:45][CH3:46])[cH:43][cH:44]2)[O:27][C:26]1=[O:47].